Task: describe an organic reaction: reactants, conditions, products, and yield. Dataset: the Open Reaction Database (ORD), a public repository of structured organic reaction records The reactants are ClC=1N=C(C2=C(N1)N(C=C2I)COCC[Si](C)(C)C)Cl (2,4-Dichloro-5-iodo-7-((2-(trimethylsilyl)ethoxy)methyl)-7H-pyrrolo[2,3-d]pyrimidine), OC1CC(C1)C#N (3-hydroxycyclobutanecarbonitrile), CC(C)(C)[O-].[Na+] (sodium 2-methylpropan-2-olate). Run in O1CCOCC1 (1,4-dioxane). Reaction conditions: temperature 70 celsius. Yields the product ClC=1N=C(C2=C(N1)N(C=C2I)COCC[Si](C)(C)C)OC2CC(C2)C#N (3-((2-Chloro-5-iodo-7-((2-(trimethylsilyl)ethoxy)methyl)-7H-pyrrolo[2,3-d]pyrimidin-4-yl)oxy)cyclobutanecarbonitrile). The yield is 77.0%. Reaction SMILES: [Cl:1][C:2]1[N:3]=[C:4](Cl)[C:5]2[C:10]([I:11])=[CH:9][N:8]([CH2:12][O:13][CH2:14][CH2:15][Si:16]([CH3:19])([CH3:18])[CH3:17])[C:6]=2[N:7]=1.[OH:21][CH:22]1[CH2:25][CH:24]([C:26]#[N:27])[CH2:23]1.CC([O-])(C)C.[Na+]>O1CCOCC1>[Cl:1][C:2]1[N:3]=[C:4]([O:21][CH:22]2[CH2:25][CH:24]([C:26]#[N:27])[CH2:23]2)[C:5]2[C:10]([I:11])=[CH:9][N:8]([CH2:12][O:13][CH2:14][CH2:15][Si:16]([CH3:19])([CH3:18])[CH3:17])[C:6]=2[N:7]=1 |f:2.3|. Procedure: 2,4-Dichloro-5-iodo-7-((2-(trimethylsilyl)ethoxy)methyl)-7H-pyrrolo[2,3-d]pyrimidine (1 equiv), 3-hydroxycyclobutanecarbonitrile (1.1 equiv), sodium 2-methylpropan-2-olate (1.2 equiv) and 1,4-dioxane (0.14 M) were combined in a sealable vessel with a stir bar. The resulting mixture was put under nitrogen atmosphere, sealed, stirred vigorously, and heated at 70° C. for 16 h. After cooling to room temperature, the reaction mixture was purified using silica gel chromatography (0 to 50% ethyl acetat... The reactants are CCOC(C)=O, Cc1ccccc1, CCO, FC(F)(F)c1ccc(Cl)nc1, c1ccc(P(c2ccccc2)(c2ccccc2)[Pd](P(c2ccccc2)(c2ccccc2)c2ccccc2)(P(c2ccccc2)(c2ccccc2)c2ccccc2)P(c2ccccc2)(c2ccccc2)c2ccccc2)cc1, OB(O)c1cc2ccccc2o1. The product is FC(F)(F)c1ccc(-c2cc3ccccc3o2)nc1. Reaction SMILES: [CH3:111][CH2:112][O:113][C:114](=[O:115])[CH3:116].[CH3:24][c:25]1[cH:26][cH:27][cH:28][cH:29][cH:30]1.[CH3:31][CH2:32][OH:33].[Cl:1][c:2]1[n:3][cH:4][c:5]([C:8]([F:9])([F:10])[F:11])[cH:6][cH:7]1.[cH:34]1[cH:35][cH:36][c:37]([P:38]([Pd:39]([P:40]([c:41]2[cH:42][cH:43][cH:44][cH:45][cH:46]2)([c:47]2[cH:48][cH:49][cH:50][cH:51][cH:52]2)[c:53]2[cH:54][cH:55][cH:56][cH:57][cH:58]2)([P:59]([c:60]2[cH:61][cH:62][cH:63][cH:64][cH:65]2)([c:66]2[cH:67][cH:68][cH:69][cH:70][cH:71]2)[c:72]2[cH:73][cH:74][cH:75][cH:76][cH:77]2)[P:78]([c:79]2[cH:80][cH:81][cH:82][cH:83][cH:84]2)([c:85]2[cH:86][cH:87][cH:88][cH:89][cH:90]2)[c:91]2[cH:92][cH:93][cH:94][cH:95][cH:96]2)([c:97]2[cH:98][cH:99][cH:100][cH:101][cH:102]2)[c:103]2[cH:104][cH:105][cH:106][cH:107][cH:108]2)[cH:109][cH:110]1.[o:12]1[c:13]([B:21]([OH:22])[OH:23])[cH:14][c:15]2[c:16]1[cH:17][cH:18][cH:19][cH:20]2>>[c:2]1(-[c:13]2[o:12][c:16]3[c:15]([cH:14]2)[cH:20][cH:19][cH:18][cH:17]3)[n:3][cH:4][c:5]([C:8]([F:9])([F:10])[F:11])[cH:6][cH:7]1. Reactants: C(=O)C1=C(CC2=C(C(=CC=3C(C4=CC=CC=C4C(C23)=O)=O)OC)C(=O)OC(C)(C)C)C(=CC=C1)OC (tert-butyl 1-(2′-formyl-6′-methoxybenzyl)-3-methoxy-9,10-dioxo-9,10-dihydroanthracene-2-carboxylate), C(C)(C)(C)[Si](C)(C)OCCC(C#C)OCOC (tert-butyl-(3-methoxymethoxypent-4-ynyloxy)dimethylsilane). Product: COC=1C(=CC=2C(C3=CC=CC=C3C(C2C1)=O)=O)C(=O)O (3-methoxy-9,10-dioxo-9,10-dihydroanthracene-2-carboxylic acid), oil. Yield: 75.0%. RXN SMILES: C(C1C=CC=C(OC)C=1C[C:6]1[C:19]2[C:18](=[O:20])[C:17]3[C:12](=[CH:13][CH:14]=[CH:15][CH:16]=3)[C:11](=[O:21])[C:10]=2[CH:9]=[C:8]([O:22][CH3:23])[C:7]=1[C:24]([O:26]C(C)(C)C)=[O:25])=O.C([Si](OCCC(OCOC)C#C)(C)C)(C)(C)C>>[CH3:23][O:22][C:8]1[C:7]([C:24]([OH:26])=[O:25])=[CH:6][C:19]2[C:18](=[O:20])[C:17]3[C:12]([C:11](=[O:21])[C:10]=2[CH:9]=1)=[CH:13][CH:14]=[CH:15][CH:16]=3. Procedure: Analogously to example 12, tert-butyl 1-(2′-formyl-6′-methoxybenzyl)-3-methoxy-9,10-dioxo-9,10-dihydroanthracene-2-carboxylate was reacted with tert-butyl-(3-methoxymethoxypent-4-ynyloxy)dimethylsilane. After work-up by column chromatography on silica gel (CHCl3/EA 95:5), the addition product tert-butyl 6″-(tert-butyldimethylsilanyloxy)-1″-hydroxy-4″-methoxymethoxyhex-2″-ynyl]-6′-methoxybenzyl}-3-methoxy-9,10-dioxo-9,10-dihydroanthracene-2-carboxylic acid could be obtained in the form of a yello... Reactants: O=C([O-])[O-], CN(C)C=O, FC(F)Cl, [K+], [K+], O, COC(=O)c1cc(O)n(C)n1. The product is COC(=O)c1cc(OC(F)F)n(C)n1. RXN SMILES: [C:12](=[O:13])([O-:14])[O-:15].[CH3:23][N:24]([CH3:25])[CH:26]=[O:27].[Cl:18][CH:19]([F:20])[F:21].[K+:16].[K+:17].[OH2:22].[OH:1][c:2]1[cH:3][c:4]([C:8](=[O:9])[O:10][CH3:11])[n:5][n:6]1[CH3:7]>>[O:1]([c:2]1[cH:3][c:4]([C:8](=[O:9])[O:10][CH3:11])[n:5][n:6]1[CH3:7])[CH:19]([F:20])[F:21]. Starting materials: COC=1C=C(C(N)=S)C=C(C1OC)OC (3,4,5-Trimethoxybenzothioamide), BrCC(C(=O)OCC)=O (ethyl bromopyruvate). Solvent: C(C)O (ethanol). Run at temperature 80 celsius, time 1 hour. Yields the product COC=1C=C(C=C(C1OC)OC)C=1SC=C(N1)C(=O)OCC (Ethyl 2-(3,4,5-Trimethoxyphenyl)thiazole-4-carboxylate). Reaction SMILES: [CH3:1][O:2][C:3]1[CH:4]=[C:5]([CH:9]=[C:10]([O:14][CH3:15])[C:11]=1[O:12][CH3:13])[C:6](=[S:8])[NH2:7].Br[CH2:17][C:18](=O)[C:19]([O:21][CH2:22][CH3:23])=[O:20]>C(O)C>[CH3:15][O:14][C:10]1[CH:9]=[C:5]([C:6]2[S:8][CH:17]=[C:18]([C:19]([O:21][CH2:22][CH3:23])=[O:20])[N:7]=2)[CH:4]=[C:3]([O:2][CH3:1])[C:11]=1[O:12][CH3:13]. Reported procedure: 3,4,5-Trimethoxybenzothioamide (2.5 g) and 90% ethyl bromopyruvate (2.62 g) were added to ethanol (20 mL), and the mixture was stirred at 80° C. for 1 hour. The reaction mixture was concentrated under reduced pressure, and the residue was diluted with ethyl acetate, washed with a saturated aqueous solution of sodium hydrogencarbonate, water and saturated brine, dried over anhydrous sodium sulfate and concentrated under reduced pressure. The residue was then purified by column chromatography on s...